This data is from the Open Reaction Database (ORD), a public repository of structured organic reaction records. The task is: describe an organic reaction: reactants, conditions, products, and yield The reactants are FC=1C(=C(C(=CC1O)C)C1=CC(=CC=C1)C=O)C (3′-Fluoro-4′-hydroxy-2′,6′-dimethylbiphenyl-3-carbaldehyde), [BH4-].[Na+] (sodium borohydride). Solvent: CO (methanol). Run at time 2 hour. Yields the product FC=1C(=C(C(=CC1O)C)C1=CC(=CC=C1)CO)C (3-fluoro-3′-(hydroxymethyl)-2,6-dimethylbiphenyl-4-ol). As a reaction SMILES: [F:1][C:2]1[C:3]([CH3:18])=[C:4]([C:10]2[CH:15]=[CH:14][CH:13]=[C:12]([CH:16]=[O:17])[CH:11]=2)[C:5]([CH3:9])=[CH:6][C:7]=1[OH:8].[BH4-].[Na+]>CO>[F:1][C:2]1[C:3]([CH3:18])=[C:4]([C:10]2[CH:15]=[CH:14][CH:13]=[C:12]([CH2:16][OH:17])[CH:11]=2)[C:5]([CH3:9])=[CH:6][C:7]=1[OH:8] |f:1.2|. Procedure: 3′-Fluoro-4′-hydroxy-2′,6′-dimethylbiphenyl-3-carbaldehyde 19a (700 mg, 2.87 mmol, prepared by a method disclosed in PCT patent application WO2008001931) was dissolved in 10 mL of methanol, followed by addition of sodium borohydride (130 mg, 3.44 mmol). The reaction solution was stirred for 2 hours. The resulting solution was concentrated under reduced pressure. The residue was mixed with 10 mL of water and extracted with ethyl acetate (50 mL×2). The combined organic extracts were washed with sa... Reactants: CSc1nc2cccc(Br)c2s1, N#C[Cu], CN(C)C=O. Yields the product CSc1nc2cccc(C#N)c2s1. RXN SMILES: [Br:1][c:2]1[cH:3][cH:4][cH:5][c:6]2[n:7][c:8]([S:11][CH3:12])[s:9][c:10]12.[Cu:13][C:14]#[N:15].[O:16]=[CH:17][N:18]([CH3:19])[CH3:20]>>[c:2]1([C:14]#[N:15])[cH:3][cH:4][cH:5][c:6]2[n:7][c:8]([S:11][CH3:12])[s:9][c:10]12. Reaction SMILES: [NH:1]1[C:5]2[CH:6]=[CH:7][C:8]([C:10]([OH:12])=O)=[CH:9][C:4]=2[N:3]=[N:2]1.CC[N:15]=C=NCCCN(C)C.Cl.Cl.C1C=CC2N(O)N=NC=2C=1.N>CN(C=O)C>[NH:1]1[C:5]2[CH:6]=[CH:7][C:8]([C:10]([NH2:15])=[O:12])=[CH:9][C:4]=2[N:3]=[N:2]1 |f:1.2.3|. Procedure details: To a solution of 1H-1,2,3-benzotriazole-5-carboxylic acid (2 g), EDCl/HCl (2.82 g), and HOBt in DMF (70 ml) was added an aqueous NH3 solution (5.1 ml), followed by reaction at room temperature for 2 hours. It was concentrated, and the residue was washed with a saturated NaHCO3 solution, collected by filtration, and dried to obtain 1H-1,2,3-benzotriazole-5-carboxamide (1.98 g) as a black solid. The solvent is CN(C)C=O (DMF). Product: N1N=NC2=C1C=CC(=C2)C(=O)N (1H-1,2,3-benzotriazole-5-carboxamide). The reactants are N1N=NC2=C1C=CC(=C2)C(=O)O (1H-1,2,3-benzotriazole-5-carboxylic acid), CCN=C=NCCCN(C)C.Cl.Cl (EDCl HCl), C=1C=CC2=C(C1)N=NN2O (HOBt), N (NH3). Yield: 99.6%. Starting materials: C=CCOC(=O)N1CCC(C(=O)OC)=Cc2cc(-c3ccc(OCCOCCCC)cc3)ccc21, C1CCOC1, Cl, [Na+], [OH-]. As a reaction SMILES: [CH2:1]([CH:2]=[CH2:3])[O:4][C:5](=[O:6])[N:7]1[CH2:8][CH2:9][C:10]([C:32](=[O:33])[O:34][CH3:35])=[CH:11][c:12]2[c:13]1[cH:14][cH:15][c:16](-[c:18]1[cH:19][cH:20][c:21]([O:24][CH2:25][CH2:26][O:27][CH2:28][CH2:29][CH2:30][CH3:31])[cH:22][cH:23]1)[cH:17]2.[CH2:39]1[O:40][CH2:41][CH2:42][CH2:43]1.[ClH:38].[Na+:37].[OH-:36]>>[CH2:1]([CH:2]=[CH2:3])[O:4][C:5](=[O:6])[N:7]1[CH2:8][CH2:9][C:10]([C:32](=[O:33])[OH:34])=[CH:11][c:12]2[c:13]1[cH:14][cH:15][c:16](-[c:18]1[cH:19][cH:20][c:21]([O:24][CH2:25][CH2:26][O:27][CH2:28][CH2:29][CH2:30][CH3:31])[cH:22][cH:23]1)[cH:17]2. Yields the product C=CCOC(=O)N1CCC(C(=O)O)=Cc2cc(-c3ccc(OCCOCCCC)cc3)ccc21. The reactants are B1C2CCCC1CCC2, [Na+], C1CCOC1, [OH-], O, C=CC(O)C(CC1CCCCC1)NC(=O)OC(C)(C)C, OO. The product is CC(C)(C)OC(=O)NC(CC1CCCCC1)C(O)CCO. As a reaction SMILES: [CH:21]12[BH:22][CH:23]([CH2:24][CH2:25][CH2:26]1)[CH2:27][CH2:28][CH2:29]2.[Na+:31].[O:34]1[CH2:35][CH2:36][CH2:37][CH2:38]1.[OH-:30].[OH2:39].[OH:1][CH:2]([CH:3]=[CH2:4])[CH:5]([CH2:6][CH:7]1[CH2:8][CH2:9][CH2:10][CH2:11][CH2:12]1)[NH:13][C:14](=[O:15])[O:16][C:17]([CH3:18])([CH3:19])[CH3:20].[OH:32][OH:33]>>[OH:1][CH:2]([CH2:3][CH2:4][OH:30])[CH:5]([CH2:6][CH:7]1[CH2:8][CH2:9][CH2:10][CH2:11][CH2:12]1)[NH:13][C:14](=[O:15])[O:16][C:17]([CH3:18])([CH3:19])[CH3:20]. Reactants: Cc1cc(Br)cc(C(=O)O)n1, CCCCO, CNC, Cl. The product is Cc1cc(N(C)C)cc(C(=O)O)n1. As a reaction SMILES: [Br:2][c:3]1[cH:4][c:5]([C:10](=[O:11])[OH:12])[n:6][c:7]([CH3:9])[cH:8]1.[CH2:16]([OH:17])[CH2:18][CH2:19][CH3:20].[CH3:13][NH:14][CH3:15].[ClH:1]>>[c:3]1([N:14]([CH3:13])[CH3:15])[cH:4][c:5]([C:10](=[O:11])[OH:12])[n:6][c:7]([CH3:9])[cH:8]1. Reactants: CCOC(=O)Cc1ccc(C(=O)OCC)cc1, C1CCOC1, CCO, [Li+], [OH-], O, O. Yields the product CCOC(=O)c1ccc(CC(=O)O)cc1. RXN SMILES: [CH2:1]([CH3:2])[O:3][C:4]([CH2:5][c:6]1[cH:7][cH:8][c:9]([C:10](=[O:11])[O:12][CH2:13][CH3:14])[cH:15][cH:16]1)=[O:17].[CH2:21]1[O:22][CH2:23][CH2:24][CH2:25]1.[CH3:27][CH2:28][OH:29].[Li+:19].[OH-:18].[OH2:20].[OH2:26]>>[O:3]=[C:4]([CH2:5][c:6]1[cH:7][cH:8][c:9]([C:10](=[O:11])[O:12][CH2:13][CH3:14])[cH:15][cH:16]1)[OH:17]. The reactants are Cc1[nH]n(C2CCNCC2)c(=O)c1-c1ccccc1, COc1ccc(COC(=O)C(C2CCCCC2)N2CC(C=O)C(c3ccccc3)C2)cc1. Yields the product COc1ccc(COC(=O)C(C2CCCCC2)N2CC(CN3CCC(n4[nH]c(C)c(-c5ccccc5)c4=O)CC3)C(c3ccccc3)C2)cc1. RXN SMILES: [CH3:1][c:2]1[c:3](-[c:14]2[cH:15][cH:16][cH:17][cH:18][cH:19]2)[c:4](=[O:13])[n:5]([CH:7]2[CH2:8][CH2:9][NH:10][CH2:11][CH2:12]2)[nH:6]1.[CH3:20][O:21][c:22]1[cH:23][cH:24][c:25]([CH2:26][O:27][C:28]([CH:29]([CH:30]2[CH2:31][CH2:32][CH2:33][CH2:34][CH2:35]2)[N:36]2[CH2:37][CH:38]([CH:47]=[O:48])[CH:39]([c:41]3[cH:42][cH:43][cH:44][cH:45][cH:46]3)[CH2:40]2)=[O:49])[cH:50][cH:51]1>>[CH3:1][c:2]1[c:3](-[c:14]2[cH:15][cH:16][cH:17][cH:18][cH:19]2)[c:4](=[O:13])[n:5]([CH:7]2[CH2:8][CH2:9][N:10]([CH2:47][CH:38]3[CH2:37][N:36]([CH:29]([C:28]([O:27][CH2:26][c:25]4[cH:24][cH:23][c:22]([O:21][CH3:20])[cH:51][cH:50]4)=[O:49])[CH:30]4[CH2:31][CH2:32][CH2:33][CH2:34][CH2:35]4)[CH2:40][CH:39]3[c:41]3[cH:42][cH:43][cH:44][cH:45][cH:46]3)[CH2:11][CH2:12]2)[nH:6]1. Starting materials: polystyrene, C(C)OC(C1=CC(=C(C=C1)OC(C)C)O)=O (3-Hydroxy-4-isopropoxy-benzoic acid ethyl ester), ClC1=C(C=CC(=C1)Cl)CCO (2-(2,4-Dichlorophenyl)-ethanol), C1(=CC=CC=C1)P(C1=CC=CC=C1)C1=CC=CC=C1 (triphenylphosphine), CCOC(=O)/N=N/C(=O)OCC (DEAD). Solvent: O1CCCC1 (tetrahydrofuran). Reaction conditions: time 16 hour. The product is C(C)OC(C1=CC(=C(C=C1)OC(C)C)OCCC1=C(C=C(C=C1)Cl)Cl)=O (3-[2-(2,4-Dichloro-phenyl)-ethoxy]-4-isopropoxy-benzoic acid ethyl ester). As a reaction SMILES: [CH2:1]([O:3][C:4](=[O:16])[C:5]1[CH:10]=[CH:9][C:8]([O:11][CH:12]([CH3:14])[CH3:13])=[C:7]([OH:15])[CH:6]=1)[CH3:2].[Cl:17][C:18]1[CH:23]=[C:22]([Cl:24])[CH:21]=[CH:20][C:19]=1[CH2:25][CH2:26]O.C1(P(C2C=CC=CC=2)C2C=CC=CC=2)C=CC=CC=1.CCOC(/N=N/C(OCC)=O)=O>O1CCCC1>[CH2:1]([O:3][C:4](=[O:16])[C:5]1[CH:10]=[CH:9][C:8]([O:11][CH:12]([CH3:13])[CH3:14])=[C:7]([O:15][CH2:26][CH2:25][C:19]2[CH:20]=[CH:21][C:22]([Cl:24])=[CH:23][C:18]=2[Cl:17])[CH:6]=1)[CH3:2]. Procedure details: 1.5 g (6.69 mmol) of 3-Hydroxy-4-isopropoxy-benzoic acid ethyl ester was dissolved in 20 ml of anhydrous tetrahydrofuran. To this solution was added 1.4 g (7.36 mmol) of 2-(2,4-Dichlorophenyl)-ethanol, 6.7 g (equivalent to 20 mmol PPh3) of triphenylphosphine derivatized polystyrene and 3.5 g (20 mmol) of DEAD. The solution was shaken for 16 h at RT. The polymer was filtered off and washed with ethyl acetate. The solvent was removed under reduced pressure. The residue was taken-up in ethyl acetat... Solvent: OCC(O)CO (glycerol). Conditions: temperature 100 celsius, time 30 minute. Reactants: C(=O)(O)[O-].[Na+] (NaHCO3), C(C)(=O)OCC (ethyl acetate), BrC1=C(N)C=CC(=C1)C(C)C (2-Bromo-4-isopropylaniline), O=[As](=O)O[As](=O)=O (arsenic pentoxide), OS(=O)(=O)O (H2SO4). As a reaction SMILES: [Br:1][C:2]1[CH:8]=[C:7]([CH:9]([CH3:11])[CH3:10])[CH:6]=[CH:5][C:3]=1[NH2:4].O=[As](O[As](=O)=O)=O.OS(O)(=O)=O.[C:24]([O-])(O)=O.[Na+].C(O[CH2:33][CH3:34])(=O)C>OCC(CO)O>[Br:1][C:2]1[CH:8]=[C:7]([CH:9]([CH3:11])[CH3:10])[CH:6]=[C:5]2[C:3]=1[N:4]=[CH:34][CH:33]=[CH:24]2 |f:3.4|. Procedure details: 2-Bromo-4-isopropylaniline (3.0 gm) [obtained from Aldrich Chemical Co.], glycerol (2.8 mL) and arsenic pentoxide (3.22 g) were combined and heated to 100° C. H2SO4 (concentrated, 1.9 mL) was added to the reaction mixture in a dropwise manner. The mixture was then heated to 150° C. for 2.5 hours. The resulting black oil was added in a dropwise manner to a stirring mixture of saturated NaHCO3 (300 mL) and ethyl acetate (100 mL). After completion of the addition, the reaction mixture was stirred f... The product is BrC=1C=C(C=C2C=CC=NC12)C(C)C (8-bromo-6-isopropylquinoline).